This data is from the Open Reaction Database (ORD), a public repository of structured organic reaction records. The task is: describe an organic reaction: reactants, conditions, products, and yield Reactants: CCNC(=O)Nc1ccc(-c2nc(C(=O)NCC)c(C(=O)OCC)s2)cn1, CO, [Li+], [OH-]. RXN SMILES: [CH2:1]([CH3:2])[NH:3][C:4](=[O:5])[c:6]1[n:7][c:8](-[c:16]2[cH:17][n:18][c:19]([NH:22][C:23](=[O:24])[NH:25][CH2:26][CH3:27])[cH:20][cH:21]2)[s:9][c:10]1[C:11](=[O:12])[O:13][CH2:14][CH3:15].[CH3:30][OH:31].[Li+:28].[OH-:29]>>[CH2:1]([CH3:2])[NH:3][C:4](=[O:5])[c:6]1[n:7][c:8](-[c:16]2[cH:17][n:18][c:19]([NH:22][C:23](=[O:24])[NH:25][CH2:26][CH3:27])[cH:20][cH:21]2)[s:9][c:10]1[C:11](=[O:12])[OH:13]. Yields the product CCNC(=O)Nc1ccc(-c2nc(C(=O)NCC)c(C(=O)O)s2)cn1. Starting materials: CS(=O)(=O)Cl, OCCC(F)(F)F. Product: CS(=O)(=O)OCCC(F)(F)F. Reaction SMILES: [CH3:8][S:9]([Cl:10])(=[O:11])=[O:12].[F:1][C:2]([CH2:3][CH2:4][OH:5])([F:6])[F:7]>>[F:1][C:2]([CH2:3][CH2:4][O:5][S:9]([CH3:8])(=[O:11])=[O:12])([F:6])[F:7].